From a dataset of the Open Reaction Database (ORD), a public repository of structured organic reaction records. describe an organic reaction: reactants, conditions, products, and yield Starting materials: COC([C@H]1N(CCC1)C(CNC(=O)OC(C)(C)C)=O)=O.Cl.COC([C@H]1N(CCC1)C(CN)=O)=O (Glycyl-L-proline methylester hydrochloride N-t-Butyloxycarbonyl-glycyl-L-proline methylester). The solvent is O1CCOCC1.Cl (hydrogen chloride dioxan). Reaction conditions: time 1 hour. Product: Cl.COC([C@H]1N(CCC1)C(CN)=O)=O (glycyl-L-proline methylester hydrochloride). Isolated yield 176.0%. RXN SMILES: [CH3:1][O:2][C:3](=[O:20])[C@@H:4]1[CH2:8][CH2:7][CH2:6][N:5]1[C:9](=[O:19])[CH2:10][NH:11]C(OC(C)(C)C)=O.[ClH:21].COC(=O)[C@@H]1CCCN1C(=O)CN>O1CCOCC1.Cl>[ClH:21].[CH3:1][O:2][C:3](=[O:20])[C@@H:4]1[CH2:8][CH2:7][CH2:6][N:5]1[C:9](=[O:19])[CH2:10][NH2:11] |f:0.1.2,3.4,5.6|. Reported procedure: Glycyl-L-proline methylester hydrochloride N-t-Butyloxycarbonyl-glycyl-L-proline methylester (21.3 g, 74.4 m mole) and-4N hydrogen chloride dioxan solution (150 ml) were mixed, and shaked to dissolve the solid material. It was stirred for 1 hour at room temperature. The solvent was well-distilled off under reduced pressure to obtain the solid glycyl-L-proline methylester hydrochloride (16.4 g, 73.9 m mole, yield: 99%). The product was very hygroscopic and gave a single spot with Rf =0.45 by sili...